Dataset: the Open Reaction Database (ORD), a public repository of structured organic reaction records. Task: describe an organic reaction: reactants, conditions, products, and yield The reactants are C([O-])([O-])=O.[K+].[K+] (potassium carbonate), CNC (dimethylamine), NC1=C([Se]C(=C1)C(C)(C)C)C#N (3-amino-5-(tert-butyl)selenophene-2-carbonitrile), F[B-](F)(F)F.[H+] (fluoroboric acid), N(=O)[O-].[Na+] (sodium nitrite). The solvent is O (water), CC(=O)C (acetone), O (water). Reaction conditions: temperature 2.5 celsius, time 2.5 hour. Yields the product CN(C)N=NC1=C([Se]C(=C1)C(C)(C)C)C#N (3-[(dimethylamino)diazenyl]-5-(tert-butyl)selenophene-2-carbonitrile). Reaction SMILES: [NH2:1][C:2]1[CH:6]=[C:5]([C:7]([CH3:10])([CH3:9])[CH3:8])[Se:4][C:3]=1[C:11]#[N:12].F[B-](F)(F)F.[H+].[N:19]([O-])=O.[Na+].C(=O)([O-])[O-].[K+].[K+].[CH3:29][NH:30][CH3:31]>O.CC(C)=O>[CH3:29][N:30]([N:19]=[N:1][C:2]1[CH:6]=[C:5]([C:7]([CH3:9])([CH3:8])[CH3:10])[Se:4][C:3]=1[C:11]#[N:12])[CH3:31] |f:1.2,3.4,5.6.7|. Procedure details: To a solution of 3-amino-5-(tert-butyl)selenophene-2-carbonitrile (1 g, 4.3 mmol), prepared as described in Example 13 step a), fluoroboric acid (2.7 mL, 45% aqueous, 17.5 mmol), water (10 mL) and acetone (25 mL) was added sodium nitrite (0.33 g, 4.8 mmol) in portions for 5 min at 0° C. After stifling at 0-5° C. for 2.5 h, the reaction mixture was added to the solution of potassium carbonate (2.3 g, 16.64 mmol) and dimethylamine (3.5 mL, 40%, 15.76 mmol) in water (20 mL) at 0° C. The mixture was... Starting materials: O=C(O)c1ccc(Br)cc1Cl, O=C(Cl)C(=O)Cl, ClCCl, CN(C)C=O. Yields the product O=C(Cl)c1ccc(Br)cc1Cl. RXN SMILES: [Br:1][c:2]1[cH:3][c:4]([Cl:11])[c:5]([C:6](=[O:7])[OH:8])[cH:9][cH:10]1.[Cl:17][C:18]([C:19]([Cl:20])=[O:21])=[O:22].[Cl:23][CH2:24][Cl:25].[O:12]=[CH:13][N:14]([CH3:15])[CH3:16]>>[Br:1][c:2]1[cH:3][c:4]([Cl:11])[c:5]([C:6](=[O:7])[Cl:17])[cH:9][cH:10]1. The reactants are CC(C)=O, COc1cc(Nc2n[nH]c(C(CCCCCl)c3ccc(OCC(F)(F)F)cc3)n2)c(F)cc1-n1cnc(C)n1, [I-], [Na+]. The product is COc1cc(Nc2nc3n(n2)CCCCC3c2ccc(OCC(F)(F)F)cc2)c(F)cc1-n1cnc(C)n1. As a reaction SMILES: [CH3:42][C:43](=[O:44])[CH3:45].[Cl:1][CH2:2][CH2:3][CH2:4][CH2:5][CH:6]([c:7]1[cH:8][cH:9][c:10]([O:13][CH2:14][C:15]([F:16])([F:17])[F:18])[cH:11][cH:12]1)[c:19]1[n:20][c:21]([NH:24][c:25]2[c:26]([F:39])[cH:27][c:28](-[n:33]3[n:34][c:35]([CH3:38])[n:36][cH:37]3)[c:29]([O:31][CH3:32])[cH:30]2)[n:22][nH:23]1.[I-:41].[Na+:40]>>[CH2:2]1[CH2:3][CH2:4][CH2:5][CH:6]([c:7]2[cH:8][cH:9][c:10]([O:13][CH2:14][C:15]([F:16])([F:17])[F:18])[cH:11][cH:12]2)[c:19]2[n:20][c:21]([NH:24][c:25]3[c:26]([F:39])[cH:27][c:28](-[n:33]4[n:34][c:35]([CH3:38])[n:36][cH:37]4)[c:29]([O:31][CH3:32])[cH:30]3)[n:22][n:23]21. The reactants are N1(CCCC1)CC1COC2=C(O1)C=CC(=C2)N (2-Pyrrolidin-1-ylmethyl-2,3-dihydro-benzo[1,4]dioxin-6-ylamine), 0121577 A2, O(C1=CC=CC=C1)C1=C2C(C(=O)OC2=O)=CC=C1 (3-phenoxyphthalic anhydride), C(C)(C)N(CCOC1=C(C=C(C=C1)N)OC)C(C)C (4-(2-diisopropylamino-ethoxy)-3-methoxy-phenylamine). Product: O(C1=CC=CC=C1)C=1C=C2C(N(C(C2=CC1)=O)C1=CC2=C(OC(CO2)CN2CCCC2)C=C1)=O (5-Phenoxy-2-(2-pyrrolidin-1-ylmethyl-2,3-dihydro-benzo[1,4]dioxin-6-yl)-isoindole-1,3-dione). RXN SMILES: [N:1]1([CH2:6][CH:7]2[O:12][C:11]3[CH:13]=[CH:14][C:15]([NH2:17])=[CH:16][C:10]=3[O:9][CH2:8]2)[CH2:5][CH2:4][CH2:3][CH2:2]1.[O:18]([C:25]1[CH:35]=[CH:34][CH:33]=[C:27]2[C:28]([O:30]C(=O)[C:26]=12)=O)[C:19]1[CH:24]=[CH:23][CH:22]=[CH:21][CH:20]=1.C(N(C(C)C)C[CH2:41][O:42]C1C=CC(N)=CC=1OC)(C)C>>[O:18]([C:25]1[CH:26]=[C:27]2[C:33](=[CH:34][CH:35]=1)[C:41](=[O:42])[N:17]([C:15]1[CH:14]=[CH:13][C:11]3[O:12][CH:7]([CH2:6][N:1]4[CH2:5][CH2:4][CH2:3][CH2:2]4)[CH2:8][O:9][C:10]=3[CH:16]=1)[C:28]2=[O:30])[C:19]1[CH:20]=[CH:21][CH:22]=[CH:23][CH:24]=1. Procedure: 2-Pyrrolidin-1-ylmethyl-2,3-dihydro-benzo[1,4]dioxin-6-ylamine (WO 0121577 A2] was treated with 3-phenoxyphthalic anhydride in the same manner as for 4-(2-diisopropylamino-ethoxy)-3-methoxy-phenylamine in Example A4 to give the title compound. Starting materials: S(O)(O)(=O)=O (Sulfuric acid), OCCONC(=O)C1=CC2=C(N=CN2C)C(=C1NC1=C(C=C(C=C1)Br)Cl)F (6-(4-bromo-2-chlorophenylamino)-7-fluoro-3-methyl-3H-benzoimidazole-5-carboxylic acid (2-hydroxyethoxy)-amide), O (water). Solvent: O1CCCC1 (tetrahydrofuran). Conditions: temperature 65 celsius, time 30 minute. Product: S(=O)(=O)(O)O.OCCONC(=O)C1=CC2=C(N=CN2C)C(=C1NC1=C(C=C(C=C1)Br)Cl)F (6-(4-bromo-2-chlorophenylamino)-7-fluoro-3-methyl-3H-benzoimidazole-5-carboxylic acid (2-hydroxyethoxy)-amide hydrogen sulfate). The yield is 794.4%. Reaction SMILES: [S:1](=[O:5])(=[O:4])([OH:3])[OH:2].[OH:6][CH2:7][CH2:8][O:9][NH:10][C:11]([C:13]1[C:22]([NH:23][C:24]2[CH:29]=[CH:28][C:27]([Br:30])=[CH:26][C:25]=2[Cl:31])=[C:21]([F:32])[C:16]2[N:17]=[CH:18][N:19]([CH3:20])[C:15]=2[CH:14]=1)=[O:12].O>O1CCCC1>[S:1]([OH:5])([OH:4])(=[O:3])=[O:2].[OH:6][CH2:7][CH2:8][O:9][NH:10][C:11]([C:13]1[C:22]([NH:23][C:24]2[CH:29]=[CH:28][C:27]([Br:30])=[CH:26][C:25]=2[Cl:31])=[C:21]([F:32])[C:16]2[N:17]=[CH:18][N:19]([CH3:20])[C:15]=2[CH:14]=1)=[O:12] |f:4.5|. Reported procedure: Sulfuric acid (1.52 ml, 27.86 mmol) was added to a stirred suspension of 6-(4-bromo-2-chlorophenylamino)-7-fluoro-3-methyl-3H-benzoimidazole-5-carboxylic acid (2-hydroxyethoxy)-amide (10 g, 0.0214 mol) (obtainable as described in Example 10 of WO 03/077914, which is incorporated herein by reference and as described below) in tetrahydrofuran (THF) (62 ml) and water (8 ml) whilst maintaining a temperature of 10° C. or lower. The stirred mixture was heated to 65° C. and held for 30 minutes before f... Reactants: O1CCC(CC1)N1CCC(CC1)NC(OC(C)(C)C)=O (1,1-dimethylethyl [1-(tetrahydro-2H-pyran-4-yl)-4-piperidinyl]carbamate), Cl (HCl), CO (methanol). Run at time 8 hour. The yield is 92.4%. The product is O1CCC(CC1)N1CCC(CC1)N (1-(tetrahydro-2H-pyran-4-yl)-4-piperidinamine). Run in O1CCOCC1 (dioxane). Reaction SMILES: [O:1]1[CH2:6][CH2:5][CH:4]([N:7]2[CH2:12][CH2:11][CH:10]([NH:13]C(=O)OC(C)(C)C)[CH2:9][CH2:8]2)[CH2:3][CH2:2]1.Cl.CO>O1CCOCC1>[O:1]1[CH2:2][CH2:3][CH:4]([N:7]2[CH2:12][CH2:11][CH:10]([NH2:13])[CH2:9][CH2:8]2)[CH2:5][CH2:6]1. Procedure: 9.2 g (0.0323 mol, 1 eq) of 1,1-dimethylethyl [1-(tetrahydro-2H-pyran-4-yl)-4-piperidinyl]carbamate, 65 mL (0.258 mol, 8 eq) of 4 M HCl in dioxane, and enough methanol to achieve dissolution were combined and stirred at ambient temperature overnight. The reaction mixture was then evaporated. Dichloromethane and 1 M NaOH were added. Sodium chloride was then added to saturate the aqueous layer. The aqueous layer was extracted with dichloromethane twice. The organic layers were combined, dried with... Starting materials: FC(S(=O)(=O)OS(=O)(=O)C(F)(F)F)(F)F (trifluoromethanesulfonic anhydride), FC(CO)(F)F (2,2,2-trifluoroethanol). Reaction conditions: time 30 minute. Product: FC(S(=O)(=O)OCC(F)(F)F)(F)F (2,2,2-trifluoroethyl trifluoromethanesulfonate). The yield is 73.0%. Reaction SMILES: FC(F)(F)S([O:6][S:7]([C:10]([F:13])([F:12])[F:11])(=[O:9])=[O:8])(=O)=O.[F:16][C:17]([F:21])([F:20])[CH2:18]O>>[F:13][C:10]([F:11])([F:12])[S:7]([O:6][CH2:18][C:17]([F:21])([F:20])[F:16])(=[O:8])=[O:9]. Procedure details: In a 100-ml flask equipped with a stirrer, a thermometer, a nitrogen introducing pipe and a condenser, 50 ml (0.297 mol) of trifluoromethanesulfonic anhydride and 25 ml (0.342 mole) of 2,2,2-trifluoroethanol were placed at room temperature and stirred for 30 minutes in a nitrogen atmosphose, followed by reflux for 3 hours. After distillation, 50.3 g of 2,2,2-trifluoroethyl trifluoromethanesulfonate was obtained in yield of 73%.